From a dataset of the Open Reaction Database (ORD), a public repository of structured organic reaction records. describe an organic reaction: reactants, conditions, products, and yield Starting materials: S1C=CC2=C1CNCCC2=O (5,6,7,8-tetrahydrothieno-[2,3-c]azepin-4-one), ice water, [BH4-].[Na+] (sodium borohydride), [BH4-].[Na+] (sodium borohydride). Run in CO (methanol). Conditions: time 3 hour. The product is S1C=CC2=C1CNCCC2O (5,6,7,8-Tetrahydro-4H-thieno[2,3-c]azepin-4-ol). Isolated yield 64.5%. As a reaction SMILES: [S:1]1[C:5]2[CH2:6][NH:7][CH2:8][CH2:9][C:10](=[O:11])[C:4]=2[CH:3]=[CH:2]1.[BH4-].[Na+]>CO>[S:1]1[C:5]2[CH2:6][NH:7][CH2:8][CH2:9][CH:10]([OH:11])[C:4]=2[CH:3]=[CH:2]1 |f:1.2|. Reported procedure: A solution of 2.1 g of 5,6,7,8-tetrahydrothieno-[2,3-c]azepin-4-one prepared in the step 5 in 20 mL of methanol was cooled with ice, 0.28 g of sodium borohydride was slowly added thereto and the mixture was stirred for 3 hours at room temperature. The reaction solution was slowly added to ice water so that an excess of sodium borohydride was decomposed and, after that, the reaction solution was subjected to extraction with diethyl ether. The organic layer was washed with a saturated solution of ... RXN SMILES: [CH3:28][O:29][c:30]1[c:31]([S:37](=[O:38])(=[O:39])[Cl:40])[cH:32][c:33]([CH3:36])[cH:34][cH:35]1.[ClH:1].[n:2]1[cH:3][cH:4][c:5]([NH:8][c:9]2[cH:10][c:11]([NH:18][S:19]([c:20]3[cH:21][cH:22][cH:23][cH:24][cH:25]3)(=[O:26])=[O:27])[cH:12][c:13]3[cH:14][cH:15][o:16][c:17]23)[cH:6][cH:7]1>>[ClH:40].[n:2]1[cH:3][cH:4][c:5]([NH:8][c:9]2[cH:10][c:11]([NH:18][S:37]([c:31]3[c:30]([O:29][CH3:28])[cH:35][cH:34][c:33]([CH3:36])[cH:32]3)(=[O:38])=[O:39])[cH:12][c:13]3[cH:14][cH:15][o:16][c:17]23)[cH:6][cH:7]1. Product: Cl, COc1ccc(C)cc1S(=O)(=O)Nc1cc(Nc2ccncc2)c2occc2c1. Starting materials: COc1ccc(C)cc1S(=O)(=O)Cl, Cl, O=S(=O)(Nc1cc(Nc2ccncc2)c2occc2c1)c1ccccc1. The reactants are C(C)(C)(C)OC(=O)N1CCC(=CC1)C(N)=O (1-tert-butoxycarbonyl-4-carbamoyl-1,2,3,6-tetrahydropyridine), FC(C(=O)O)(F)F (trifluoroacetic acid). The solvent is C(Cl)(Cl)Cl (chloroform). Reaction conditions: time 1 hour. The product is FC(C(=O)O)(F)F.C(N)(=O)C=1CCNCC1 (4-carbamoyl-1,2,3,6-tetrahydropyridine trifluoroacetate). RXN SMILES: C(OC([N:8]1[CH2:13][CH:12]=[C:11]([C:14](=[O:16])[NH2:15])[CH2:10][CH2:9]1)=O)(C)(C)C.[F:17][C:18]([F:23])([F:22])[C:19]([OH:21])=[O:20]>C(Cl)(Cl)Cl>[F:17][C:18]([F:23])([F:22])[C:19]([OH:21])=[O:20].[C:14]([C:11]1[CH2:12][CH2:13][NH:8][CH2:9][CH:10]=1)(=[O:16])[NH2:15] |f:3.4|. Procedure details: In 20 ml of chloroform, 3.7 g of 1-tert-butoxycarbonyl-4-carbamoyl-1,2,3,6-tetrahydropyridine was dissolved, and 13 ml of trifluoroacetic acid were added thereto. The reaction mixture was stirred for 1 hour at room temperature, and subsequently was concentrated under reduced pressure to yield 4.1 g of crude 4-carbamoyl-1,2,3,6-tetrahydropyridine trifluoroacetate as a crystal. The reactants are C(C)OC(=O)C=1N=C(N(C1C=O)C1=CC=C(C=C1)Cl)C1=C(C=CC=C1)Cl (1-(4-chloro-phenyl)-2-(2-chloro-phenyl)-5-formyl-1H-imidazole-4-carboxylic acid ethyl ester), O.NN (hydrazine hydrate). The reagents and catalysts are C(C)(=O)O (acetic acid). Run in C1(=CC=CC=C1)C (toluene). Product: EtOAc hexanes, C(C)OC(=O)C=1N=C(N(C1C=NN)C1=CC=C(C=C1)Cl)C1=C(C=CC=C1)Cl (1-(4-Chloro-phenyl)-2-(2-chloro-phenyl)-5-hydrazonomethyl-1H-imidazole-4-carboxylic acid ethyl ester). RXN SMILES: [CH2:1]([O:3][C:4]([C:6]1[N:7]=[C:8]([C:20]2[CH:25]=[CH:24][CH:23]=[CH:22][C:21]=2[Cl:26])[N:9]([C:13]2[CH:18]=[CH:17][C:16]([Cl:19])=[CH:15][CH:14]=2)[C:10]=1[CH:11]=O)=[O:5])[CH3:2].O.[NH2:28][NH2:29]>C(O)(=O)C.C1(C)C=CC=CC=1>[CH2:1]([O:3][C:4]([C:6]1[N:7]=[C:8]([C:20]2[CH:25]=[CH:24][CH:23]=[CH:22][C:21]=2[Cl:26])[N:9]([C:13]2[CH:14]=[CH:15][C:16]([Cl:19])=[CH:17][CH:18]=2)[C:10]=1[CH:11]=[N:28][NH2:29])=[O:5])[CH3:2] |f:1.2|. Reported procedure: A solution of 1-(4-chloro-phenyl)-2-(2-chloro-phenyl)-5-formyl-1H-imidazole-4-carboxylic acid ethyl ester (I-2e, 102 mg, 0.26 mmol), aqueous hydrazine hydrate (50% solution, 0.6 mmol) and glacial acetic acid (1 drop) was heated under reflux in toluene (3 ml) for 18 hours. After cooling to room temperature, the reaction mixture was concentrated in vacuo. The residue was partitioned between CH2Cl2 and sat'd aq. NaHCO3. The organic solution was dried and concentrated in vacuo. Purification using 2 ... The reactants are C(C1=CC=NC=C1)=O (isonicotinaldehyde), C(C)OP(=O)(OCC)CC(=O)OCC (ethyl diethylphosphonoacetate). Product: N1=CC=C(C=C1)CCC(=O)OCC (ethyl 3-(pyridin-4-yl)propionate). RXN SMILES: [CH:1](=O)[C:2]1[CH:7]=[CH:6][N:5]=[CH:4][CH:3]=1.C(OP([CH2:17][C:18]([O:20][CH2:21][CH3:22])=[O:19])(OCC)=O)C>>[N:5]1[CH:6]=[CH:7][C:2]([CH2:1][CH2:17][C:18]([O:20][CH2:21][CH3:22])=[O:19])=[CH:3][CH:4]=1. Reported procedure: The procedure of Synthetic Example 4 was repeated using isonicotinaldehyde and ethyl diethylphosphonoacetate to obtain ethyl 3-(pyridin-4-yl)propionate.